Task: describe an organic reaction: reactants, conditions, products, and yield. Dataset: the Open Reaction Database (ORD), a public repository of structured organic reaction records The reactants are C(C)(C)(C)OC(=O)N1CC=2C=C3C(=CC2C[C@H]1C(N[C@@H](CC1=CC=C(C=C1)C1=C(C(=NC=C1)C)C)C(=O)OC)=O)OC[C@@H](O3)C3=CC=C(C=C3)OCC3CCCCC3 ((3S,8S)-3-(4-Cyclohexylmethoxy-phenyl)-8-{(S)-2-[4-(2,3-dimethyl-pyridin-4-yl)-phenyl]-1-methoxycarbonyl-ethylcarbamoyl}-2,3,8,9-tetrahydro-6H-[1,4]dioxino[2,3-g]isoquinoline-7-carboxylic acid tert-butyl ester), Cl (HCl). Run in C(Cl)Cl (DCM). Reaction conditions: time 3 hour. Yields the product Cl.Cl.COC([C@H](CC1=CC=C(C=C1)C1=C(C(=NC=C1)C)C)NC(=O)[C@H]1NCC=2C=C3C(=CC2C1)OC[C@@H](O3)C3=CC=C(C=C3)OCC3CCCCC3)=O ((S)-2-{[(3S,8S)-3-(4-cyclohexylmethoxy-phenyl)-2,3,6,7,8,9-hexahydro-[1,4]dioxino[2,3-g]isoquinoline-8-carbonyl]-amino}-3-[4-(2,3-dimethyl-pyridin-4-yl)-phenyl]-propionic acid methyl ester bis hydrochloride). As a reaction SMILES: C(OC([N:8]1[C@H:17]([C:18](=[O:40])[NH:19][C@H:20]([C:36]([O:38][CH3:39])=[O:37])[CH2:21][C:22]2[CH:27]=[CH:26][C:25]([C:28]3[CH:33]=[CH:32][N:31]=[C:30]([CH3:34])[C:29]=3[CH3:35])=[CH:24][CH:23]=2)[CH2:16][C:15]2[CH:14]=[C:13]3[O:41][CH2:42][C@H:43]([C:45]4[CH:50]=[CH:49][C:48]([O:51][CH2:52][CH:53]5[CH2:58][CH2:57][CH2:56][CH2:55][CH2:54]5)=[CH:47][CH:46]=4)[O:44][C:12]3=[CH:11][C:10]=2[CH2:9]1)=O)(C)(C)C.[ClH:59]>C(Cl)Cl>[ClH:59].[ClH:59].[CH3:39][O:38][C:36](=[O:37])[C@@H:20]([NH:19][C:18]([C@@H:17]1[CH2:16][C:15]2[CH:14]=[C:13]3[O:41][CH2:42][C@H:43]([C:45]4[CH:50]=[CH:49][C:48]([O:51][CH2:52][CH:53]5[CH2:54][CH2:55][CH2:56][CH2:57][CH2:58]5)=[CH:47][CH:46]=4)[O:44][C:12]3=[CH:11][C:10]=2[CH2:9][NH:8]1)=[O:40])[CH2:21][C:22]1[CH:27]=[CH:26][C:25]([C:28]2[CH:33]=[CH:32][N:31]=[C:30]([CH3:34])[C:29]=2[CH3:35])=[CH:24][CH:23]=1 |f:3.4.5|. Reported procedure: (3S,8S)-3-(4-Cyclohexylmethoxy-phenyl)-8-{(S)-2-[4-(2,3-dimethyl-pyridin-4-yl)-phenyl]-1-methoxycarbonyl-ethylcarbamoyl}-2,3,8,9-tetrahydro-6H-[1,4]dioxino[2,3-g]isoquinoline-7-carboxylic acid tert-butyl ester (86 mg) was dissolved in 3 mL DCM and 3 mL 4 N HCl (dioxane) was added. The mixture stirred at room temperature for 3 hours, and the mixture was concentrated. DCM was added and the mixture was again concentrated. The solid was triturated with diethyl ether and dried under vacuum to provide...